Dataset: the Open Reaction Database (ORD), a public repository of structured organic reaction records. Task: describe an organic reaction: reactants, conditions, products, and yield The reactants are ClC=1C=C(C=2N(N1)C(=C(N2)C2=CC=C(C=C2)C2(CCC2)NC(OC(C)(C)C)=O)C2=CC=CC=C2)OC (tert-butyl {1-[4-(6-chloro-8-methoxy-3-phenylimidazo[1,2-b]pyridazin-2-yl)phenyl]cyclobutyl}carbamate), N (ammonia), CO (MeOH). Conditions: time 30 minute. The product is C(N)(=O)C=1C=C(C=2N(N1)C(=C(N2)C2=CC=C(C=C2)C2(CCC2)NC(OC(C)(C)C)=O)C2=CC=CC=C2)OC (tert-butyl {1-[4-(6-carbamoyl-8-methoxy-3-phenylimidazo[1,2-b]pyridazin-2-yl)phenyl]cyclobutyl}carbamate). The yield is 57.0%. Reaction SMILES: Cl[C:2]1[CH:3]=[C:4]([O:35][CH3:36])[C:5]2[N:6]([C:8]([C:29]3[CH:34]=[CH:33][CH:32]=[CH:31][CH:30]=3)=[C:9]([C:11]3[CH:16]=[CH:15][C:14]([C:17]4([NH:21][C:22](=[O:28])[O:23][C:24]([CH3:27])([CH3:26])[CH3:25])[CH2:20][CH2:19][CH2:18]4)=[CH:13][CH:12]=3)[N:10]=2)[N:7]=1.[NH3:37].[CH3:38][OH:39]>>[C:38]([C:2]1[CH:3]=[C:4]([O:35][CH3:36])[C:5]2[N:6]([C:8]([C:29]3[CH:30]=[CH:31][CH:32]=[CH:33][CH:34]=3)=[C:9]([C:11]3[CH:12]=[CH:13][C:14]([C:17]4([NH:21][C:22](=[O:28])[O:23][C:24]([CH3:26])([CH3:27])[CH3:25])[CH2:18][CH2:19][CH2:20]4)=[CH:15][CH:16]=3)[N:10]=2)[N:7]=1)(=[O:39])[NH2:37]. Reported procedure: To a solution of tert-butyl {1-[4-(6-chloro-8-methoxy-3-phenylimidazo[1,2-b]pyridazin-2-yl)phenyl]cyclobutyl}carbamate that was prepared in a manner analgous to that described for Intermediate Example Int-7.3 (0.54 g, 1.00 mmol) in a solution of ammonia in MeOH (7 N; 5.7 mL, 40 mmol, 40 equiv.) in an autoclave was added 1,1′-bis(diphenylphosphino)ferrocenepalladium(II) dichloride DCM complex (0.16 g, 0.20 mmol, 0.20 equiv). The autoclave was flushed with CO (approximately 5 bar) three times, the...